Dataset: the Open Reaction Database (ORD), a public repository of structured organic reaction records. Task: describe an organic reaction: reactants, conditions, products, and yield Reactants: C(C1=CC=CC=C1)N1CC(CC1=O)C(=O)N (1-Benzyl-5-oxo-pyrrolidine-3-carboxylic acid amide), [H-].[Al+3].[Li+].[H-].[H-].[H-] (lithium aluminum hydride). Run in O1CCCC1 (tetrahydrofuran). The product is NCC1CN(CC1)CC1=CC=CC=C1 (3-(RS)-aminomethyl-1-benzylpyrrolidine). Isolated yield 77.3%. As a reaction SMILES: [CH2:1]([N:8]1[C:12](=O)[CH2:11][CH:10]([C:14]([NH2:16])=O)[CH2:9]1)[C:2]1[CH:7]=[CH:6][CH:5]=[CH:4][CH:3]=1.[H-].[Al+3].[Li+].[H-].[H-].[H-]>O1CCCC1>[NH2:16][CH2:14][CH:10]1[CH2:11][CH2:12][N:8]([CH2:1][C:2]2[CH:7]=[CH:6][CH:5]=[CH:4][CH:3]=2)[CH2:9]1 |f:1.2.3.4.5.6|. Procedure: 1-Benzyl-5-oxo-pyrrolidine-3-carboxylic acid amide (22 g, 0.1 mol) was added portionwise to a stirred solution of lithium aluminum hydride (9.5 g, 0.25 mol, 2.5 equiv.) in dry tetrahydrofuran (600 mL). After the initial effervescence had subsided, the reaction mixture was heated at reflux at room temperature for 24 h, at which time analysis of the reaction mixture by LCMS showed there was no starting material. The reaction mixture was quenched by dropwise addition of saturated sodium sulphate so...